This data is from the Open Reaction Database (ORD), a public repository of structured organic reaction records. The task is: describe an organic reaction: reactants, conditions, products, and yield Starting materials: Cl.ClC1=CC=C2C(=NC=NC2=C1)N1C(C(C2=CC(=CC=C12)OC)CC(=O)OC)C (methyl 1-(7-chloroquinazolin-4-yl)-5-methoxy-2-methylindolin-3-ylacetate hydrochloride), ClC=1C(C(=C(C(C1Cl)=O)C#N)C#N)=O (2,3-dichloro-5,6-dicyano-1,4-benzoquinone), C(C)(=O)[O-].[Na+] (sodium acetate), C1(C=CC(C=C1)=O)=O (benzoquinone). Run in CN(C=O)C (dimethylformamide), O (water). The product is ClC1=CC=C2C(=NC=NC2=C1)N1C(=C(C2=CC(=CC=C12)OC)CC(=O)OC)C (methyl 1-(7-chloroquinazolin-4-yl)-5-methoxy-2-methylindol-3-ylacetate). RXN SMILES: Cl.[Cl:2][C:3]1[CH:12]=[C:11]2[C:6]([C:7]([N:13]3[C:21]4[C:16](=[CH:17][C:18]([O:22][CH3:23])=[CH:19][CH:20]=4)[CH:15]([CH2:24][C:25]([O:27][CH3:28])=[O:26])[CH:14]3[CH3:29])=[N:8][CH:9]=[N:10]2)=[CH:5][CH:4]=1.ClC1C(=O)C(C#N)=C(C#N)C(=O)C=1Cl.C1(=O)C=CC(=O)C=C1.C([O-])(=O)C.[Na+]>CN(C)C=O.O>[Cl:2][C:3]1[CH:12]=[C:11]2[C:6]([C:7]([N:13]3[C:21]4[C:16](=[CH:17][C:18]([O:22][CH3:23])=[CH:19][CH:20]=4)[C:15]([CH2:24][C:25]([O:27][CH3:28])=[O:26])=[C:14]3[CH3:29])=[N:8][CH:9]=[N:10]2)=[CH:5][CH:4]=1 |f:0.1,4.5|. Reported procedure: A solution of methyl 1-(7-chloroquinazolin-4-yl)-5-methoxy-2-methylindolin-3-ylacetate hydrochloride (2.15g.) in dry dimethylformamide (50ml.; dried with calcium hydride) was treated with 2,3-dichloro-5,6-dicyano-1,4-benzoquinone (1.2g.). The mixture was heated on a steam bath for 2 hours and then an additional portion of the benzoquinone derivative (0.6g.) was added. After further heating for 1 hour, the solution was poured into water (500ml.) containing anhydrous sodium acetate (10g.). The mix...